From a dataset of the Open Reaction Database (ORD), a public repository of structured organic reaction records. describe an organic reaction: reactants, conditions, products, and yield Starting materials: COCN1C(C)=C(C(=O)OCOC(=O)C(C)(C)C)C(c2ccccc2C(F)(F)F)C(C(=O)OCOC(=O)C(C)(C)C)=C1C, CC(C)OC(C)C, O. Yields the product COCN1C(C)=C(C(=O)O)C(c2ccccc2C(F)(F)F)C(C(=O)OCOC(=O)C(C)(C)C)=C1C. Reaction SMILES: [CH3:1][C:2]1=[C:7]([C:8](=[O:9])[O:10][CH2:11][O:12][C:13](=[O:14])[C:15]([CH3:16])([CH3:17])[CH3:18])[CH:6]([c:19]2[c:20]([C:25]([F:26])([F:27])[F:28])[cH:21][cH:22][cH:23][cH:24]2)[C:5]([C:29](=[O:30])[O:31][CH2:32][O:33][C:34]([C:35]([CH3:36])([CH3:37])[CH3:38])=[O:39])=[C:4]([CH3:40])[N:3]1[CH2:41][O:42][CH3:43].[CH:44]([O:45][CH:46]([CH3:47])[CH3:48])([CH3:49])[CH3:50].[OH2:51]>>[CH3:1][C:2]1=[C:7]([C:8](=[O:9])[OH:10])[CH:6]([c:19]2[c:20]([C:25]([F:26])([F:27])[F:28])[cH:21][cH:22][cH:23][cH:24]2)[C:5]([C:29](=[O:30])[O:31][CH2:32][O:33][C:34]([C:35]([CH3:36])([CH3:37])[CH3:38])=[O:39])=[C:4]([CH3:40])[N:3]1[CH2:41][O:42][CH3:43]. The reactants are O=C([O-])[O-], CC1(C)OB(c2ccc(OCc3ccc4ccccc4n3)cc2)OC1(C)C, Cc1ccccc1, [Cs+], [Cs+], O, CC1(C)OC(c2ccc3nsnc3c2)=C(Br)C1=O. Yields the product CC1(C)OC(c2ccc3nsnc3c2)=C(c2ccc(OCc3ccc4ccccc4n3)cc2)C1=O. RXN SMILES: [C:46](=[O:47])([O-:48])[O-:49].[CH3:19][C:20]1([CH3:21])[C:22]([CH3:23])([CH3:24])[O:25][B:26]([c:27]2[cH:28][cH:29][c:30]([O:31][CH2:32][c:33]3[n:34][c:35]4[cH:36][cH:37][cH:38][cH:39][c:40]4[cH:41][cH:42]3)[cH:43][cH:44]2)[O:45]1.[CH3:52][c:53]1[cH:54][cH:55][cH:56][cH:57][cH:58]1.[Cs+:50].[Cs+:51].[OH2:59].[n:1]1[s:2][n:3][c:4]2[c:5]1[cH:6][cH:7][c:8]([C:10]1=[C:11]([Br:18])[C:12](=[O:17])[C:13]([CH3:15])([CH3:16])[O:14]1)[cH:9]2>>[n:1]1[s:2][n:3][c:4]2[c:5]1[cH:6][cH:7][c:8]([C:10]1=[C:11]([c:27]3[cH:28][cH:29][c:30]([O:31][CH2:32][c:33]4[n:34][c:35]5[cH:36][cH:37][cH:38][cH:39][c:40]5[cH:41][cH:42]4)[cH:43][cH:44]3)[C:12](=[O:17])[C:13]([CH3:15])([CH3:16])[O:14]1)[cH:9]2. The reactants are Cc1nn(C)c(O)c1Sc1ccccc1Cl, Clc1cccc(Cl)n1. The product is Cc1nn(C)c(Oc2cccc(Cl)n2)c1Sc1ccccc1Cl. Reaction SMILES: [CH3:1][n:2]1[n:3][c:4]([CH3:16])[c:5]([S:8][c:9]2[c:10]([Cl:15])[cH:11][cH:12][cH:13][cH:14]2)[c:6]1[OH:7].[Cl:17][c:18]1[n:19][c:20]([Cl:24])[cH:21][cH:22][cH:23]1>>[CH3:1][n:2]1[n:3][c:4]([CH3:16])[c:5]([S:8][c:9]2[c:10]([Cl:15])[cH:11][cH:12][cH:13][cH:14]2)[c:6]1[O:7][c:20]1[n:19][c:18]([Cl:17])[cH:23][cH:22][cH:21]1. Starting materials: CN(C=O)C (dimethylformamide), C(C1=CC=CC=C1)N1C(=O)CCC2=CC(=CC=C12)OCCCCC(=O)O (1-benzyl-6-(4-carboxybutoxy)-3,4-dihydrocarbostyril), C(C)NCC1OCCCC1 (N-ethyl-N-(2-tetrahydropyranylmethyl)amine), ClC(=O)OCC(C)C (isobutyl chloroformate). Run in C(C)N(CC)CC (triethylamine), CO (methanol), C(Cl)(Cl)Cl (chloroform). Reaction conditions: time 30 minute. Product: C(C1=CC=CC=C1)N1C(=O)CCC2=CC(=CC=C12)OCCCCC(=O)N(CC)CC1OCCCC1 (1-benzyl-6-{4-[N-(2-tetrahydropyranylmethyl)-N-ethylaminocarbonyl]butoxy}-3,4-dihydrocarbostyril). RXN SMILES: [CH3:1]N(C)C=O.[CH2:6]([N:13]1[C:23]2[C:18](=[CH:19][C:20]([O:24][CH2:25][CH2:26][CH2:27][CH2:28][C:29](O)=[O:30])=[CH:21][CH:22]=2)[CH2:17][CH2:16][C:14]1=[O:15])[C:7]1[CH:12]=[CH:11][CH:10]=[CH:9][CH:8]=1.Cl[C:33]([O:35][CH2:36][CH:37]([CH3:39])C)=O.[CH2:40]([NH:42][CH2:43]C1CCCCO1)[CH3:41]>CO.C(Cl)(Cl)Cl.C(N(CC)CC)C>[CH2:6]([N:13]1[C:23]2[C:18](=[CH:19][C:20]([O:24][CH2:25][CH2:26][CH2:27][CH2:28][C:29]([N:42]([CH2:43][CH:36]3[CH2:37][CH2:39][CH2:1][CH2:33][O:35]3)[CH2:40][CH3:41])=[O:30])=[CH:21][CH:22]=2)[CH2:17][CH2:16][C:14]1=[O:15])[C:7]1[CH:8]=[CH:9][CH:10]=[CH:11][CH:12]=1. Reported procedure: Into 100 ml of dimethylformamide were added 3.1 g of 1-benzyl-6-(4-carboxybutoxy)-3,4-dihydrocarbostyril and 1.7 ml of triethylamine. The outside of the reaction vessel containing the above mentioned mixture was ice-cooled and 1.4 ml of isobutyl chloroformate was added dropwise to the mixture under stirring condition. After the addition operation, stirring was continued for 30 minutes and 1.75 g of N-ethyl-N-(2-tetrahydropyranylmethyl)amine was added to the reaction mixture and further stirred a...